From a dataset of the Open Reaction Database (ORD), a public repository of structured organic reaction records. describe an organic reaction: reactants, conditions, products, and yield Reactants: ClCC=1C(=NC=CC1)SC1CCCC1 (3-Chloromethyl-2-cyclopentylsulfanyl-pyridine), COC(CC1COC2=C1C=C(C(=C2F)O)F)=O ((5,7-difluoro-6-hydroxy-2,3-dihydro-benzofuran-3-yl)-acetic acid methyl ester). Yields the product C1(CCCC1)SC1=NC=CC=C1COC1=C(C2=C(C(CO2)CC(=O)O)C=C1F)F ([6-(2-cyclopentylsulfanyl-pyridin-3-ylmethoxy)-5,7-difluoro-2,3-dihydro-benzofuran-3-yl]-acetic acid). The yield is 0.7%. As a reaction SMILES: Cl[CH2:2][C:3]1[C:4]([S:9][CH:10]2[CH2:14][CH2:13][CH2:12][CH2:11]2)=[N:5][CH:6]=[CH:7][CH:8]=1.C[O:16][C:17](=[O:31])[CH2:18][CH:19]1[C:23]2[CH:24]=[C:25]([F:30])[C:26]([OH:29])=[C:27]([F:28])[C:22]=2[O:21][CH2:20]1>>[CH:10]1([S:9][C:4]2[C:3]([CH2:2][O:29][C:26]3[C:25]([F:30])=[CH:24][C:23]4[CH:19]([CH2:18][C:17]([OH:31])=[O:16])[CH2:20][O:21][C:22]=4[C:27]=3[F:28])=[CH:8][CH:7]=[CH:6][N:5]=2)[CH2:14][CH2:13][CH2:12][CH2:11]1. Reported procedure: 3-Chloromethyl-2-cyclopentylsulfanyl-pyridine (19 mg, 0.08 mmol) obtained in Step C of Preparation Example 8 and (5,7-difluoro-6-hydroxy-2,3-dihydro-benzofuran-3-yl)-acetic acid methyl ester (20 mg, 0.08 mmol) obtained in Preparation Example 51 were used to react sequentially in the same manner as in Steps A and B of Example 1 to obtain the title compound (0.25 mg, 72%).